Dataset: the Open Reaction Database (ORD), a public repository of structured organic reaction records. Task: describe an organic reaction: reactants, conditions, products, and yield Reactants: BrCCCCCCCCCCCC(=O)O (12-Bromododecanoic acid), CO (methanol), C1(=CC=CC=C1)C (Toluene), C(OC)(OC)OC (Trimethyl orthoformate), C(OC)(OC)OC (Trimethyl orthoformate). The solvent is CCCCCCC.CCOC(=O)C (heptane AcOEt). Reaction conditions: temperature 70 celsius, time 16 hour. Yields the product COC(CCCCCCCCCCCBr)=O (12-Bromododecanoic Acid Methyl Ester). RXN SMILES: [Br:1][CH2:2][CH2:3][CH2:4][CH2:5][CH2:6][CH2:7][CH2:8][CH2:9][CH2:10][CH2:11][CH2:12][C:13]([OH:15])=[O:14].CO.[C:18]1(C)C=CC=CC=1.C(OC)(OC)OC>CCCCCCC.CCOC(C)=O>[CH3:18][O:14][C:13](=[O:15])[CH2:12][CH2:11][CH2:10][CH2:9][CH2:8][CH2:7][CH2:6][CH2:5][CH2:4][CH2:3][CH2:2][Br:1] |f:4.5|. Reported procedure: 12-Bromododecanoic acid (10 g, 35.8 mmol) was stirred with methanol (60 ml) and Toluene (180 ml). Trimethyl orthoformate (38 g, 358 mmol) and Amberlyst A-15 (ca. 1 g) were added. The reaction was mixed for 16 h. At some point the heating unit failed, So the reaction cooled from 70° C. to rt. The solution was heated to 70° C. and mixed for 24 h. TLC (2:1 heptane/AcOEt) indicated the reaction was incomplete. Trimethyl orthoformate (38 g, 358 mmol) and Amberlyst A-15 (1.4 g) were added, and the sol... Starting materials: CCCCC1C(C(CCC(CCCC(CCCC(/C(=C/C(C(CC(CC(CC(CC(CCCC/C(=C/C(C(OC1=O)C(C)C(CCCNC(=N)N)O)C)/C)O)O)O)O)O)O[C@@H]2[C@H]([C@@H]([C@H](O2)CO)O)O)/C)O)O)O)C)O.S(=O)(=O)([O-])[O-] (primycin sulfate), CO (methanol), C([O-])([O-])=O.[Ba+2] (barium carbonate), Br (hydrogen bromide). Reaction conditions: time 20 minute. The product is CCCCC1C(C(CCC(CCCC(CCCC(/C(=C/C(C(CC(CC(CC(CC(CCCC/C(=C/C(C(OC1=O)C(C)C(CCCNC(=N)N)O)C)/C)O)O)O)O)O)O[C@@H]2[C@H]([C@@H]([C@H](O2)CO)O)O)/C)O)O)O)C)O.[Br-] (primycin bromide). The yield is 87.2%. RXN SMILES: C(=O)([O-])[O-].[Ba+2].[CH3:6][CH2:7][CH2:8][CH2:9][CH:10]1[C:45](=[O:46])[O:44][CH:43]([CH:47]([CH:49]([OH:57])[CH2:50][CH2:51][CH2:52][NH:53][C:54]([NH2:56])=[NH:55])[CH3:48])[CH:42]([CH3:58])[CH:41]=[C:40]([CH3:59])[CH2:39][CH2:38][CH2:37][CH2:36][CH:35]([OH:60])[CH2:34][CH:33]([OH:61])[CH2:32][CH:31]([OH:62])[CH2:30][CH:29]([OH:63])[CH2:28][CH:27]([OH:64])[CH:26]([O:65][C@H:66]2[O:70][C@H:69]([CH2:71][OH:72])[C@@H:68]([OH:73])[C@@H:67]2[OH:74])[CH:25]=[C:24]([CH3:75])[CH:23]([OH:76])[CH2:22][CH2:21][CH2:20][CH:19]([OH:77])[CH2:18][CH2:17][CH2:16][CH:15]([OH:78])[CH2:14][CH2:13][CH:12]([CH3:79])[CH:11]1[OH:80].S([O-])([O-])(=O)=O.CO.[BrH:88]>>[CH3:6][CH2:7][CH2:8][CH2:9][CH:10]1[C:45](=[O:46])[O:44][CH:43]([CH:47]([CH:49]([OH:57])[CH2:50][CH2:51][CH2:52][NH:53][C:54]([NH2:56])=[NH:55])[CH3:48])[CH:42]([CH3:58])[CH:41]=[C:40]([CH3:59])[CH2:39][CH2:38][CH2:37][CH2:36][CH:35]([OH:60])[CH2:34][CH:33]([OH:61])[CH2:32][CH:31]([OH:62])[CH2:30][CH:29]([OH:63])[CH2:28][CH:27]([OH:64])[CH:26]([O:65][C@H:66]2[O:70][C@H:69]([CH2:71][OH:72])[C@@H:68]([OH:73])[C@@H:67]2[OH:74])[CH:25]=[C:24]([CH3:75])[CH:23]([OH:76])[CH2:22][CH2:21][CH2:20][CH:19]([OH:77])[CH2:18][CH2:17][CH2:16][CH:15]([OH:78])[CH2:14][CH2:13][CH:12]([CH3:79])[CH:11]1[OH:80].[Br-:88] |f:0.1,2.3,6.7|. Procedure details: 0.087 g (0.444 millimoles) of barium carbonate is dissolved in 1 ml of 48% hydrogen bromide under slight warming. The solvent is removed in vacuo and the residue is rubbed with ether. The barium bromide is filtered and washed with dichloro methane until all the traces of bromine are removed. The yellow color of barium bromide turns into light beige. This salt is dissolved in 10 ml of methanol and the solution is added to a solution of 1.0 g (0.887 millimoles) of primycin sulfate and 80 ml of met... Product: FC=1C=CC(=C(C1)C1=CC(=NC(=N1)N1[C@H](COCC1)C)C1=CC=C(N)C=C1)S(=O)(=O)C ((S)-4-(6-(5-fluoro-2-(methylsulfonyl)phenyl)-2-(3-methylmorpholino)pyrimidin-4-yl)aniline). The yield is 58.0%. Reaction SMILES: F[C:2]1[CH:3]=[C:4]([C:8]2[N:13]=C(SC)N=[C:10](N3CCOC[C@@H]3C)[CH:9]=2)C=NC=1.Cl[C:24]1[CH:29]=[C:28]([C:30]2[CH:35]=[C:34]([F:36])[CH:33]=[CH:32][C:31]=2[S:37]([CH3:40])(=[O:39])=[O:38])[N:27]=[C:26]([N:41]2[CH2:46][CH2:45][O:44][CH2:43][C@@H:42]2[CH3:47])[N:25]=1.CC1(C)C(C)(C)OB(C2C=CC(N)=CC=2)O1>>[F:36][C:34]1[CH:33]=[CH:32][C:31]([S:37]([CH3:40])(=[O:39])=[O:38])=[C:30]([C:28]2[N:27]=[C:26]([N:41]3[CH2:46][CH2:45][O:44][CH2:43][C@@H:42]3[CH3:47])[N:25]=[C:24]([C:2]3[CH:3]=[CH:4][C:8]([NH2:13])=[CH:9][CH:10]=3)[CH:29]=2)[CH:35]=1. The reactants are FC=1C=C(C=NC1)C1=CC(=NC(=N1)SC)N1[C@H](COCC1)C ((S)-4-(6-(5-fluoropyridin-3-yl)-2-(methylthio)pyrimidin-4-yl)-3-methylmorpholine), CC1(OB(OC1(C)C)C1=CC=C(N)C=C1)C (4-(4,4,5,5-tetramethyl-1,3,2-dioxaborolan-2-yl)aniline), ClC1=NC(=NC(=C1)C1=C(C=CC(=C1)F)S(=O)(=O)C)N1[C@H](COCC1)C ((S)-4-(4-chloro-6-(5-fluoro-2-(methylsulfonyl)phenyl)pyrimidin-2-yl)-3-methylmorpholine), ClC1=NC(=NC(=C1)C1=C(C=CC(=C1)F)S(=O)(=O)C)N1[C@H](COCC1)C ((S)-4-(4-chloro-6-(5-fluoro-2-(methylsulfonyl)phenyl)pyrimidin-2-yl)-3-methylmorpholine). Procedure: Method as described for intermediate 5 using (S)-4-(4-chloro-6-(5-fluoro-2-(methylsulfonyl)phenyl)pyrimidin-2-yl)-3-methylmorpholine (intermediate 16) (451 mg, 1.17 mmol) and 4-(4,4,5,5-tetramethyl-1,3,2-dioxaborolan-2-yl)aniline (256 mg, 1.17 mmol). The mixture was purified using flash chromatography (30-100% EtOAc in petroleum ether 40-60) to afford the title compound (298 mg, 58%) Starting materials: CN (methylamine), Cl.CC1=C(C(=CC=C1)C)N(C(C(N1C(C2=CC=CC=C2C1=O)=O)C)=O)CCCC=1C=NC=CC1 (rac-2,3-dihydro-N-(2,6-dimethylphenyl)-alpha-methyl-1,3-dioxo-N-[3-(3-pyridinyl) -propyl]-1H-isoindole-2-acetamide hydrochloride), C1(=C(C(=C(C(=C1F)F)F)N)F)N.Cl.Cl (dihydrochloride). The solvent is O (water), CN(C=O)C (dimethylformamide). Conditions: time 8 hour. Product: Cl.Cl.NC(C(=O)N(CCCC=1C=NC=CC1)C1=C(C=CC=C1C)C)C (rac.-2-amino-N-(2,6-dimethylphenyl)-N-[3-(3-pyridinyl) -propyl]propanamide dihydrochloride). The yield is 128.5%. Reaction SMILES: [ClH:1].[CH3:2][C:3]1[CH:8]=[CH:7][CH:6]=[C:5]([CH3:9])[C:4]=1[N:10]([CH2:26][CH2:27][CH2:28][C:29]1[CH:30]=[N:31][CH:32]=[CH:33][CH:34]=1)[C:11](=[O:25])[CH:12]([CH3:24])[N:13]1C(=O)C2C(=CC=CC=2)C1=O.CN.C1(N)C(F)=C(F)C(F)=C(N)C=1F.Cl.Cl>CN(C)C=O.O>[ClH:1].[ClH:1].[NH2:13][CH:12]([CH3:24])[C:11]([N:10]([C:4]1[C:5]([CH3:9])=[CH:6][CH:7]=[CH:8][C:3]=1[CH3:2])[CH2:26][CH2:27][CH2:28][C:29]1[CH:30]=[N:31][CH:32]=[CH:33][CH:34]=1)=[O:25] |f:0.1,3.4.5,8.9.10|. Reported procedure: To a solution of 45.0 g of rac-2,3-dihydro-N-(2,6-dimethylphenyl)-alpha-methyl-1,3-dioxo-N-[3-(3-pyridinyl) -propyl]-1H-isoindole-2-acetamide hydrochloride dissolved in 200 ml of dimethylformamide was added 100 ml of 40% aqueous methylamine. The reaction mixture was stirred overnight, diluted with water, and extracted twice with dichloromethane. The combined organic layers were washed with water, dried with potassium carbonate, and evaporated to give an oil. The oil was converted to the dihydroc... Reactants: O(C1=CC=CC=C1)C(=O)NC1=CC=C2C(=C(OC(=O)C2=C1)OCC)Cl (7-phenoxycarbonylamino-4-chloro-3-ethoxyisocoumarin), O(C1=CC=CC=C1)C(=O)NC1=CC=C2C(=C(OC(=O)C2=C1)OCCC1=CC=CC=C1)Cl (7-phenoxycarbonylamino-4-chloro-3-(2-phenylethoxy)isocoumarin). As a reaction SMILES: O(C(N[C:11]1[CH:21]=[C:20]2[C:14]([C:15](Cl)=[C:16](OCC)OC2=O)=[CH:13][CH:12]=1)=O)C1C=CC=CC=1.O([C:33]([NH:35][C:36]1[CH:46]=[C:45]2[C:39]([C:40]([Cl:56])=[C:41]([O:47][CH2:48][CH2:49][C:50]3C=CC=CC=3)[O:42][C:43]2=[O:44])=[CH:38][CH:37]=1)=[O:34])C1C=CC=CC=1>>[C:33]([NH:35][C:36]1[CH:46]=[C:45]2[C:39]([C:40]([Cl:56])=[C:41]([O:47][CH2:48][CH2:49][CH3:50])[O:42][C:43]2=[O:44])=[CH:38][CH:37]=1)(=[O:34])[CH2:16][CH2:15][C:14]1[CH:20]=[CH:21][CH:11]=[CH:12][CH:13]=1. Yields the product C(CCC1=CC=CC=C1)(=O)NC1=CC=C2C(=C(OC(=O)C2=C1)OCCC)Cl (7-dihydrocinnamoylamino-4-chloro-3-propyloxyisocoumarin). Procedure: 7-phenoxycarbonylamino-4-chloro-3-ethoxyisocoumarin and 7-phenoxycarbonylamino-4-chloro-3-(2-phenylethoxy)isocoumarin can be prepared by the same procedure. Yields the product CC(C(=O)O)(C)SC1=CN=C(S1)NC(=O)N(CCOCC1=C(C=CC=C1)C(F)(F)F)[C@@H]1CC[C@H](CC1)C (2-Methyl-2-(2-{3-(trans-4-methyl-cyclohexyl)-3-[2-(2-trifluoromethyl-benzyloxy)-ethyl]-ureido}-thiazol-5-ylsulfanyl)-propionic acid). Procedure details: The compound was prepared following an analogous procedure to the one described for the synthesis of 3-{2-[3-[2-(2-chloro-benzyloxy)-ethyl]-3-(trans-4-methyl-cyclohexyl)-ureido]-thiazol-5-ylsulfanyl}-2,2-dimethyl-propionic acid using 1-bromomethyl-2-trifluoromethyl-benzene and 2-(2-amino-thiazol-5-ylsulfanyl)-2-methyl-propionic acid ethyl ester. RXN SMILES: Cl[C:2]1[CH:35]=[CH:34][CH:33]=[CH:32][C:3]=1[CH2:4][O:5][CH2:6][CH2:7][N:8]([C@H:25]1[CH2:30][CH2:29][C@H:28]([CH3:31])[CH2:27][CH2:26]1)[C:9](=[O:24])[NH:10][C:11]1[S:12][C:13]([S:16]CC(C)(C)C(O)=O)=[CH:14][N:15]=1.BrCC1C=CC=CC=1[C:44]([F:47])([F:46])[F:45].C([O:50][C:51](=[O:62])[C:52](SC1SC(N)=NC=1)([CH3:54])[CH3:53])C>>[CH3:53][C:52]([S:16][C:13]1[S:12][C:11]([NH:10][C:9]([N:8]([C@H:25]2[CH2:26][CH2:27][C@H:28]([CH3:31])[CH2:29][CH2:30]2)[CH2:7][CH2:6][O:5][CH2:4][C:3]2[CH:32]=[CH:33][CH:34]=[CH:35][C:2]=2[C:44]([F:45])([F:46])[F:47])=[O:24])=[N:15][CH:14]=1)([CH3:54])[C:51]([OH:62])=[O:50]. The reactants are ClC1=C(COCCN(C(NC=2SC(=CN2)SCC(C(=O)O)(C)C)=O)[C@@H]2CC[C@H](CC2)C)C=CC=C1 (3-{2-[3-[2-(2-chloro-benzyloxy)-ethyl]-3-(trans-4-methyl-cyclohexyl)-ureido]-thiazol-5-ylsulfanyl}-2,2-dimethyl-propionic acid), BrCC1=C(C=CC=C1)C(F)(F)F (1-bromomethyl-2-trifluoromethyl-benzene), C(C)OC(C(C)(C)SC1=CN=C(S1)N)=O (2-(2-amino-thiazol-5-ylsulfanyl)-2-methyl-propionic acid ethyl ester). The reactants are COc1cc(N2CCNCC2C)ccc1Cl, O=C(O)Cn1nc(-c2ncc[nH]2)c2cccnc21. The product is COc1cc(N2CCN(C(=O)Cn3nc(-c4ncc[nH]4)c4cccnc43)CC2C)ccc1Cl. As a reaction SMILES: [Cl:1][c:2]1[c:3]([O:15][CH3:16])[cH:4][c:5]([N:8]2[CH:9]([CH3:14])[CH2:10][NH:11][CH2:12][CH2:13]2)[cH:6][cH:7]1.[nH:17]1[c:18](-[c:22]2[n:23][n:24]([CH2:31][C:32](=[O:33])[OH:34])[c:25]3[n:26][cH:27][cH:28][cH:29][c:30]23)[n:19][cH:20][cH:21]1>>[Cl:1][c:2]1[c:3]([O:15][CH3:16])[cH:4][c:5]([N:8]2[CH:9]([CH3:14])[CH2:10][N:11]([C:32]([CH2:31][n:24]3[n:23][c:22](-[c:18]4[nH:17][cH:21][cH:20][n:19]4)[c:30]4[c:25]3[n:26][cH:27][cH:28][cH:29]4)=[O:33])[CH2:12][CH2:13]2)[cH:6][cH:7]1.